This data is from the Open Reaction Database (ORD), a public repository of structured organic reaction records. The task is: describe an organic reaction: reactants, conditions, products, and yield Reactants: BrC=1C=C(C=O)C=CC1F (3-bromo-4-fluorobenzaldehyde), C(C)#N (acetonitrile). Yields the product BrC=1C=C(C=CC1F)C(CC#N)O (3-(3-bromo-4-fluorophenyl)-3-hydroxypropanenitrile). RXN SMILES: [Br:1][C:2]1[CH:3]=[C:4]([CH:7]=[CH:8][C:9]=1[F:10])[CH:5]=[O:6].[C:11](#[N:13])[CH3:12]>>[Br:1][C:2]1[CH:3]=[C:4]([CH:5]([OH:6])[CH2:12][C:11]#[N:13])[CH:7]=[CH:8][C:9]=1[F:10]. Reported procedure: Alkylation of 3-bromo-4-fluorobenzaldehyde with acetonitrile following the method used in Example 115 gave 3-(3-bromo-4-fluorophenyl)-3-hydroxypropanenitrile as a pale yellow oil. Yield (4.2 g, 70%): 1H NMR (400 MHz, DMSO-d6) δ 7.71 (dd, J=6.8, 2.0 Hz, 1H), 7.44 (ddd, J=8.4, 5.2, 2.4 Hz, 1H), 7.35 (t, J=8.8 Hz, 1H), 6.08 (bs, 1H), 4.90 (s, 1H), 2.90 (ABd, J=16.8, 5.2 Hz, 1H), 2.83 (ABd, J=16.8, 6.4 Hz, 1H). Reactants: CC(C)O, O=[Cr](=O)(O)O, OCCCOc1cccc(F)c1, O, O=S(=O)(O)O. The product is O=C(O)CCCOc1cccc(F)c1. RXN SMILES: [CH:23]([CH3:24])([CH3:25])[OH:26].[Cr:13]([OH:14])([OH:15])(=[O:16])=[O:17].[F:1][c:2]1[cH:3][c:4]([O:5][CH2:6][CH2:7][CH2:8][OH:9])[cH:10][cH:11][cH:12]1.[OH2:27].[S:18]([OH:19])(=[O:20])(=[O:21])[OH:22]>>[F:1][c:2]1[cH:3][c:4]([O:5][CH2:6][CH2:7][CH2:8][C:23](=[O:19])[OH:26])[cH:10][cH:11][cH:12]1. Reaction SMILES: [O:1]=[C:2]1[CH2:6][CH2:5][CH2:4][CH:3]1[C:7]([O:9][CH2:10][CH3:11])=[O:8].C(=O)([O-])[O-].[K+].[K+].[CH2:18](I)[CH3:19]>CC(C)=O>[CH2:18]([C:3]1([C:7]([O:9][CH2:10][CH3:11])=[O:8])[CH2:4][CH2:5][CH2:6][C:2]1=[O:1])[CH3:19] |f:1.2.3|. Product: C(C)C1(C(CCC1)=O)C(=O)OCC (ethyl 1-ethyl-2-oxocyclopentane carboxylate). Isolated yield 96.7%. Solvent: CC(=O)C (acetone). Procedure: Under vigorously agitation, 31.2 g (purity of 90%,) of ethyl 2-oxocyclopentane carboxylate was added to 76.04 g (purity of 98%) of ground anhydrous potassium carbonate, and after stirring for several minutes, to the mixture was added 100 ml of acetone. The reaction mixture was further stirred for about 15 minutes, then to the mixture was dropwise added 29.51 ml (purity of 98.5%) of ethyl iodide. Upon the completion of the addition, the reaction mixture was heated for reflux for 5 hours. The reac... Starting materials: O=C1C(CCC1)C(=O)OCC (ethyl 2-oxocyclopentane carboxylate), C([O-])([O-])=O.[K+].[K+] (potassium carbonate), C(C)I (ethyl iodide). Reactants: Cl.CN(CCCN=C=NCC)C (1-(3-dimethylaminopropyl)-3-ethylcarbodiimide hydrochloride), FC(C=1C=C(C(=O)N2[C@@H](CNCC2)CC2=CNC3=CC=CC=C23)C=C(C1)C(F)(F)F)(F)F ((2R)-1-[3,5-bis(trifluoromethyl)benzoyl]-2-(1H-indol-3-ylmethyl)-piperazine), COC1=C(C=CC=C1)CC(=O)O (2-methoxyphenylacetic acid), ON1N=NC2=C1C=CC=C2 (1-hydroxybenzotriazole), C([O-])(O)=O.[Na+] (sodium bicarbonate). Run in ClCCl (dichloromethane). Conditions: time 3 hour. Yields the product FC(C=1C=C(C(=O)N2[C@@H](CN(CC2)C(=O)CC2=C(C=CC=C2)OC)CC2=CNC3=CC=CC=C23)C=C(C1)C(F)(F)F)(F)F ((2R)-1-[3,5-bis(trifluoromethyl)benzoyl]-2-(1H-indol-3-ylmethyl)-4-(2-methoxyphenylmethylcarbonyl)piperazine). Yield: 87.5%. RXN SMILES: [F:1][C:2]([F:32])([F:31])[C:3]1[CH:4]=[C:5]([CH:24]=[C:25]([C:27]([F:30])([F:29])[F:28])[CH:26]=1)[C:6]([N:8]1[CH2:13][CH2:12][NH:11][CH2:10][C@H:9]1[CH2:14][C:15]1[C:23]2[C:18](=[CH:19][CH:20]=[CH:21][CH:22]=2)[NH:17][CH:16]=1)=[O:7].[CH3:33][O:34][C:35]1[CH:40]=[CH:39][CH:38]=[CH:37][C:36]=1[CH2:41][C:42](O)=[O:43].ON1C2C=CC=CC=2N=N1.Cl.CN(C)CCCN=C=NCC.C(=O)(O)[O-].[Na+]>ClCCl>[F:30][C:27]([F:28])([F:29])[C:25]1[CH:24]=[C:5]([CH:4]=[C:3]([C:2]([F:1])([F:31])[F:32])[CH:26]=1)[C:6]([N:8]1[CH2:13][CH2:12][N:11]([C:42]([CH2:41][C:36]2[CH:37]=[CH:38][CH:39]=[CH:40][C:35]=2[O:34][CH3:33])=[O:43])[CH2:10][C@H:9]1[CH2:14][C:15]1[C:23]2[C:18](=[CH:19][CH:20]=[CH:21][CH:22]=2)[NH:17][CH:16]=1)=[O:7] |f:3.4,5.6|. Reported procedure: To a stirred mixture of (2R)-1-[3,5-bis(trifluoromethyl)benzoyl]-2-(1H-indol-3-ylmethyl)-piperazine (250 mg), 2-methoxyphenylacetic acid (92 mg) and 1-hydroxybenzotriazole (75 mg) in dichloromethane (8 ml) was added 1-(3-dimethylaminopropyl)-3-ethylcarbodiimide hydrochloride (106 mg) at room temperature. After 3 hours, the reaction mixture was poured into aqueous sodium bicarbonate solution and extracted with dichloromethane. The extract was washed with brine and dried over magnesium sulfate. Af... The reactants are O (Water), ClC=1NC2=C(N1)C=CC=C2 (2-Chlorobenzimidazole), C(C#C)OCCBr (2-bromoethyl propargyl ether), [OH-].[Na+] (sodium hydroxide). The solvent is CN(C=O)C (N,N-dimethylformamide). Run at temperature 60 celsius, time 4 hour. Product: ClC1=NC2=C(N1CCOCC#C)C=CC=C2 (2-chloro-1-[2-(propargyloxy)ethyl]benzimidazole). The yield is 53.1%. RXN SMILES: [Cl:1][C:2]1[NH:3][C:4]2[CH:10]=[CH:9][CH:8]=[CH:7][C:5]=2[N:6]=1.[CH2:11]([O:14][CH2:15][CH2:16]Br)[C:12]#[CH:13].[OH-].[Na+].O>CN(C)C=O>[Cl:1][C:2]1[N:6]([CH2:16][CH2:15][O:14][CH2:11][C:12]#[CH:13])[C:5]2[CH:7]=[CH:8][CH:9]=[CH:10][C:4]=2[N:3]=1 |f:2.3|. Procedure: 2-Chlorobenzimidazole (30.0 g) and 2-bromoethyl propargyl ether (41.0 g) are dissolved in N,N-dimethylformamide (300 ml), and thereto is added a 25% aqueous sodium hydroxide (40.0 g), and the mixture is stirred at 60° C. for 4 hours. Water (700 ml) is added to the reaction mixture, and the mixture is extracted with ethyl acetate. The extract is washed with water, dried over anhydrous magnesium sulfate and then concentrated. The resulting residue is distilled under reduced pressure to give 2-chlo... Starting materials: CC=1N=C(N=NC1C1=CC=CC=C1)NN1CCCCC1 (5-Methyl-6-phenyl-3-piperidinoamino-1,2,4-triazine), Cl (hydrogen chloride). The reagents and catalysts are [Pd] (palladium on carbon). The solvent is C(C)O (ethanol). The product is CC1N=C(NN=C1C1=CC=CC=C1)NN1CCCCC1 (5-methyl-6-phenyl-3-piperidinoamino-2,5-dihydro-1,2,4-triazine). The yield is 64.4%. As a reaction SMILES: [CH3:1][C:2]1[N:3]=[C:4]([NH:14][N:15]2[CH2:20][CH2:19][CH2:18][CH2:17][CH2:16]2)[N:5]=[N:6][C:7]=1[C:8]1[CH:13]=[CH:12][CH:11]=[CH:10][CH:9]=1.Cl>C(O)C.[Pd]>[CH3:1][CH:2]1[C:7]([C:8]2[CH:13]=[CH:12][CH:11]=[CH:10][CH:9]=2)=[N:6][NH:5][C:4]([NH:14][N:15]2[CH2:20][CH2:19][CH2:18][CH2:17][CH2:16]2)=[N:3]1. Procedure details: 5-Methyl-6-phenyl-3-piperidinoamino-1,2,4-triazine (2.25 g) was dissolved in ethanol (50 ml) containing anhydrous hydrogen chloride and hydrogenated over 5% palladium on carbon (0.38 g) under atmospheric pressure at room temperature. After the theoretical amount of hydrogen gas was absorbed, the catalyst was filtered off, and the filtrate was concentrated under reduced pressure. The residue was neutralized with an aqueous solution of sodium carbonate and extracted with ethyl acetate. The extract...